Dataset: the Open Reaction Database (ORD), a public repository of structured organic reaction records. Task: describe an organic reaction: reactants, conditions, products, and yield The reactants are solution, C([O-])([O-])=O.[K+].[K+] (potassium carbonate), C(#N)C=1C=C(C=CC(=O)O)C=CC1 (3-cyanocinnamic acid). Run in O (water). Conditions: time 2 hour. The product is C(#N)C=1C=C(C=CC1)CCC(=O)O (3-(3-cyanophenyl)propanoic acid). Yield: 85.7%. RXN SMILES: C(=O)([O-])[O-].[K+].[K+].[C:7]([C:9]1[CH:10]=[C:11]([CH:17]=[CH:18][CH:19]=1)[CH:12]=[CH:13][C:14]([OH:16])=[O:15])#[N:8]>O>[C:7]([C:9]1[CH:10]=[C:11]([CH2:12][CH2:13][C:14]([OH:16])=[O:15])[CH:17]=[CH:18][CH:19]=1)#[N:8] |f:0.1.2|. Reported procedure: To 200 ml of a solution of 20.0 g potassium carbonate in 250 ml water, 15 g of 3-cyanocinnamic acid was added; the resulting mixture was heated until all the acid was in solution. The solution was cooled and filtered and rinsed with water to 250 ml total volume. Then 0.95 g of 10% palladium on carbon was added and the solution was hydrogenated at 8.5 psi for two hours. The reaction mixture was filtered, and then acidified to a pH of about 1 by the dropwise addition of concentrated hydrochloric a... The reactants are BrCCCCCBr, CCCC[N+](CCCC)(CCCC)CCCC, COc1ccc(CCCO)cc1, [Na+], [OH-], O, O=S(=O)([O-])O. The product is COc1ccc(CCCOCCCCCBr)cc1. As a reaction SMILES: [Br:13][CH2:14][CH2:15][CH2:16][CH2:17][CH2:18][Br:19].[CH2:27]([N+:28]([CH2:29][CH2:30][CH2:31][CH3:32])([CH2:33][CH2:34][CH2:35][CH3:36])[CH2:37][CH2:38][CH2:39][CH3:40])[CH2:41][CH2:42][CH3:43].[CH3:1][O:2][c:3]1[cH:4][cH:5][c:6]([CH2:9][CH2:10][CH2:11][OH:12])[cH:7][cH:8]1.[Na+:21].[OH-:20].[OH2:44].[S:22](=[O:23])(=[O:24])([OH:25])[O-:26]>>[CH3:1][O:2][c:3]1[cH:4][cH:5][c:6]([CH2:9][CH2:10][CH2:11][O:12][CH2:18][CH2:17][CH2:16][CH2:15][CH2:14][Br:13])[cH:7][cH:8]1. The reactants are COC(=O)CC(=O)Nc1ccc(OCc2cccc(F)c2)c(F)c1, [NH4+], [OH-]. Yields the product NC(=O)CC(=O)Nc1ccc(OCc2cccc(F)c2)c(F)c1. RXN SMILES: [CH3:1][O:2][C:3]([CH2:4][C:5](=[O:6])[NH:7][c:8]1[cH:9][c:10]([F:23])[c:11]([O:14][CH2:15][c:16]2[cH:17][c:18]([F:22])[cH:19][cH:20][cH:21]2)[cH:12][cH:13]1)=[O:24].[NH4+:25].[OH-:26]>>[O:2]=[C:3]([CH2:4][C:5](=[O:6])[NH:7][c:8]1[cH:9][c:10]([F:23])[c:11]([O:14][CH2:15][c:16]2[cH:17][c:18]([F:22])[cH:19][cH:20][cH:21]2)[cH:12][cH:13]1)[NH2:25]. The reactants are I.C(C)ON=C(C(=O)NC1[C@@H]2N(C(=C(CS2)C=CS[CH2+]2N(C=CC=C2)C)C(=O)[O-])C1=O)C1=NSC(=N1)N (7-[2-Ethoxyimino-2-(5-amino-1,2,4-thiadiazol-3-yl)acetamido]-3-[2-(1-methyl-2-pyridinio)thiovinyl]-3-cephem-4-carboxylate hydriodide), Cl (hydrochloric acid). Solvent: C([O-])(O)=O.[Na+] (sodium bicarbonate). The product is C(C)ON=C(C(=O)NC1[C@@H]2N(C(=C(CS2)C=CS[CH2+]2N(C=CC=C2)C)C(=O)[O-])C1=O)C1=NSC(=N1)N (7-[2-ethoxyimino-2-(5-amino-1,2,4-thiadiazol-3-yl)acetamido]-3-[2-(1-methyl-2-pyridinio)thiovinyl]-3-cephem-4-carboxylate). The yield is 49.3%. Reaction SMILES: I.[CH2:2]([O:4][N:5]=[C:6]([C:32]1[N:36]=[C:35]([NH2:37])[S:34][N:33]=1)[C:7]([NH:9][CH:10]1[C:30](=[O:31])[N:12]2[C:13]([C:27]([O-:29])=[O:28])=[C:14]([CH:17]=[CH:18][S:19][CH2+:20]3[CH:25]=[CH:24][CH:23]=[CH:22][N:21]3[CH3:26])[CH2:15][S:16][C@H:11]12)=[O:8])[CH3:3].Cl>C(=O)(O)[O-].[Na+]>[CH2:2]([O:4][N:5]=[C:6]([C:32]1[N:36]=[C:35]([NH2:37])[S:34][N:33]=1)[C:7]([NH:9][CH:10]1[C:30](=[O:31])[N:12]2[C:13]([C:27]([O-:29])=[O:28])=[C:14]([CH:17]=[CH:18][S:19][CH2+:20]3[CH:25]=[CH:24][CH:23]=[CH:22][N:21]3[CH3:26])[CH2:15][S:16][C@H:11]12)=[O:8])[CH3:3] |f:0.1,3.4|. Procedure: 7-[2-Ethoxyimino-2-(5-amino-1,2,4-thiadiazol-3-yl)acetamido]-3-[2-(1-methyl-2-pyridinio)thiovinyl]-3-cephem-4-carboxylate hydriodide (syn isomer) (trans isomer) (2.0 g) was dissolved in a saturated aqueous solution of sodium bicarbonate. After being adjusted to pH 5.5 with 10% aqueous hydrochloric acid, the solution was filtered to remove undissolved compound. The filtrate was purified by column chromatography on macroporous non-ionic adsorption resin "Diaion HP-20" and eluted with 30% aqueous s... The reactants are N1CCOCC1 (morpholine), ClC1=C(C2=C(C=N1)C(OC2C2=CC=CC=C2)=C2C(NC1=CC=CC=C21)=O)Cl (3-(6,7-Dichloro-1-phenyl-1H-furo[3,4-c]pyridin-3-ylidene)-1,3-dihydro-indol-2-one). The solvent is C(C)(C)O (isopropanol). Product: ClC=1C2=C(C=NC1N1CCOCC1)C(OC2C2=CC=CC=C2)=C2C(NC1=CC=CC=C21)=O (3-(7-Chloro-6-morpholin-4-yl-1-phenyl-1H-furo[3,4-c]pyridin-3-ylidene)-1,3-dihydro-indol-2-one). Yield: 44.9%. Reaction SMILES: [NH:1]1[CH2:6][CH2:5][O:4][CH2:3][CH2:2]1.Cl[C:8]1[N:13]=[CH:12][C:11]2[C:14](=[C:23]3[C:31]4[C:26](=[CH:27][CH:28]=[CH:29][CH:30]=4)[NH:25][C:24]3=[O:32])[O:15][CH:16]([C:17]3[CH:22]=[CH:21][CH:20]=[CH:19][CH:18]=3)[C:10]=2[C:9]=1[Cl:33]>C(O)(C)C>[Cl:33][C:9]1[C:10]2[CH:16]([C:17]3[CH:18]=[CH:19][CH:20]=[CH:21][CH:22]=3)[O:15][C:14](=[C:23]3[C:31]4[C:26](=[CH:27][CH:28]=[CH:29][CH:30]=4)[NH:25][C:24]3=[O:32])[C:11]=2[CH:12]=[N:13][C:8]=1[N:1]1[CH2:6][CH2:5][O:4][CH2:3][CH2:2]1. Procedure: A solution of morpholine (155 mg, 1.78 mmol) in 4 mL of isopropanol is treated with 3-(6,7-Dichloro-1-phenyl-1H-furo[3,4-c]pyridin-3-ylidene)-1,3-dihydro-indol-2-one (100 mg, 0.25 mmol) in one portion and the reaction mixture is heated to reflux overnight. The reaction mixture is cooled to room temperature, absorbed to silica gel and purified by chromatography (silica gel, MeOH, chloroform). The product containing fractions are concentrated to give the title compound as a yellow solid (50 mg, 45... Starting materials: BrC1=CC=C(C=C1)C12CN(CC2C1COC)C(=O)OC(C)(C)C (tert-butyl 1-(4-bromophenyl)-6-(methoxymethyl)-3-aza-bicyclo[3.1.0]hexane-3-carboxylate), BrC1=CC=C(C=C1)C12CN(CC2C1COC)C(=O)OC(C)(C)C (tert-butyl 1-(4-bromophenyl)-6-(methoxymethyl)-3-aza-bicyclo[3.1.0]hexane-3-carboxylate), N1C(CCC1)=O (2-pyrrolidinone), (±)-trans-1,2-diamine, C([O-])([O-])=O.[K+].[K+] (potassium carbonate). Reagents/catalysts: [Cu]I (CuI). Solvent: O1CCOCC1 (1,4-dioxane). Reaction conditions: temperature 120 celsius. The product is COCC1C2CN(CC12C1=CC=C(C=C1)N1C(CCC1)=O)C(=O)OC(C)(C)C (tert-butyl 6-(methoxymethyl)-1-(4-(2-oxopyrrolidin-1-yl)phenyl)-3-aza-bicyclo[3.1.0]hexane-3-carboxylate). The yield is 66.6%. RXN SMILES: Br[C:2]1[CH:7]=[CH:6][C:5]([C:8]23[CH:13]([CH2:14][O:15][CH3:16])[CH:12]2[CH2:11][N:10]([C:17]([O:19][C:20]([CH3:23])([CH3:22])[CH3:21])=[O:18])[CH2:9]3)=[CH:4][CH:3]=1.[NH:24]1[CH2:28][CH2:27][CH2:26][C:25]1=[O:29].C(=O)([O-])[O-].[K+].[K+]>O1CCOCC1.[Cu]I>[CH3:16][O:15][CH2:14][CH:13]1[C:8]2([C:5]3[CH:6]=[CH:7][C:2]([N:24]4[CH2:28][CH2:27][CH2:26][C:25]4=[O:29])=[CH:3][CH:4]=3)[CH:12]1[CH2:11][N:10]([C:17]([O:19][C:20]([CH3:23])([CH3:22])[CH3:21])=[O:18])[CH2:9]2 |f:2.3.4|. Reported procedure: To a solution of tert-butyl 1-(4-bromophenyl)-6-(methoxymethyl)-3-aza-bicyclo[3.1.0]hexane-3-carboxylate (Intermediate IX, 890 mg, 2.33 mmol) in 1,4-dioxane (15 mL), was added 2-pyrrolidinone (0.177 mL, 2.33 mmol), (±)-trans-1,2-diamine (0.139 mL, 1.16 mmol), CuI (221.3 mg, 1.16 mmol) and potassium carbonate (643 mg, 4.66 mmol) under nitrogen atmosphere. The reaction mixture was heated at 120° C. for 36 h. After completion of the reaction as confirmed by TLC, the solvent was removed in vacuo to ... Conditions: time 30 minute. Run in CN(C)C=O (DMF), C1CCOC1 (THF), C1CCOC1 (THF). The reactants are [H-].[Na+] (NaH), COC(CC1=CC(=CC=C1)Br)=O ((3-Bromo-phenyl)-acetic acid methyl ester), BrCCBr (1,2-dibromoethane). As a reaction SMILES: [CH3:1][O:2][C:3](=[O:12])[CH2:4][C:5]1[CH:10]=[CH:9][CH:8]=[C:7]([Br:11])[CH:6]=1.[H-].[Na+].Br[CH2:16][CH2:17]Br>C1COCC1.CN(C=O)C>[CH3:1][O:2][C:3]([C:4]1([C:5]2[CH:10]=[CH:9][CH:8]=[C:7]([Br:11])[CH:6]=2)[CH2:17][CH2:16]1)=[O:12] |f:1.2|. The product is COC(=O)C1(CC1)C1=CC(=CC=C1)Br (1-(3-Bromo-phenyl)-cyclopropanecarboxylic acid methyl ester). Reported procedure: A solution of (3-Bromo-phenyl)-acetic acid methyl ester (4.54 g, 20 mmol) dissolved in dry THF (10 mL) was added dropwise to suspension of NaH (95% dry, 1.05 g, 44 mmol) in DMF (40 mL) and THF (10 mL), under a nitrogen atmosphere, at 0° C. After 30 min, gas evolution ceased, and 1,2-dibromoethane (3.79 mL, 44 mmol) was added dropwise over 20 min. The resulting mixture was stirred for 1 h, then quenched with 1N HCl, extracted with ether, washed with brine, dried over MgSO4, and stripped of solven...